describe an organic reaction: reactants, conditions, products, and yield From a dataset of the Open Reaction Database (ORD), a public repository of structured organic reaction records. The reactants are Cl.COC=1C=C2C(=CCC2=CC1)CCN (2-(5-methoxy-1H-inden-3-yl)ethylamine hydrochloride), C(CC)(=O)Cl (propionyl chloride). Yields the product Example 8, COC=1C=C2C(=CCC2=CC1)CCNC(CC)=O (N-[2-(5-Methoxy-1H-inden-3-yl)ethyl]propionamide). The yield is 86.0%. Reaction SMILES: Cl.[CH3:2][O:3][C:4]1[CH:5]=[C:6]2[C:10](=[CH:11][CH:12]=1)[CH2:9][CH:8]=[C:7]2[CH2:13][CH2:14][NH2:15].[C:16](Cl)(=[O:19])[CH2:17][CH3:18]>>[CH3:2][O:3][C:4]1[CH:5]=[C:6]2[C:10](=[CH:11][CH:12]=1)[CH2:9][CH:8]=[C:7]2[CH2:13][CH2:14][NH:15][C:16](=[O:19])[CH2:17][CH3:18] |f:0.1|. Procedure: Using (E)-2-(6-methoxyindan-1-ylidene)ethylamine, the procedure of Reference Example 14 was otherwise repeated to provide 2-(5-methoxy-1H-inden-3-yl)ethylamine hydrochloride. Then, starting with this 2-(5-methoxy-1H-inden-3-yl)ethylamine hydrochloride and propionyl chloride, the title compound was synthesized in otherwise the same manner as Example 8 (yield 86%). The reactants are NC1=CC=C(CN)C=C1 (4-aminobenzylamine), C(C)(C)(C)OC(=O)C1=C(C=CC=C1)C1=CC=C(C=C1)CN1C(=C(C2=CC(=CC=C12)C(=O)O)C)C (1-((2′-(tert-butoxycarbonyl)biphenyl-4-yl)methyl)-2,3-dimethyl-1H-indole-5-carboxylic acid). Yields the product NC1=CC=C(CNC(=O)C=2C=C3C(=C(N(C3=CC2)CC2=CC=C(C=C2)C=2C(=CC=CC2)C(=O)O)C)C)C=C1 (4′-((5-(4-aminobenzylcarbamoyl)-2,3-dimethyl-1H-indol-1-yl)methyl)biphenyl-2-carboxylic acid). Reaction SMILES: [NH2:1][C:2]1[CH:9]=[CH:8][C:5]([CH2:6][NH2:7])=[CH:4][CH:3]=1.C([O:14][C:15]([C:17]1[CH:22]=[CH:21][CH:20]=[CH:19][C:18]=1[C:23]1[CH:28]=[CH:27][C:26]([CH2:29][N:30]2[C:38]3[C:33](=[CH:34][C:35]([C:39](O)=[O:40])=[CH:36][CH:37]=3)[C:32]([CH3:42])=[C:31]2[CH3:43])=[CH:25][CH:24]=1)=[O:16])(C)(C)C>>[NH2:1][C:2]1[CH:9]=[CH:8][C:5]([CH2:6][NH:7][C:39]([C:35]2[CH:34]=[C:33]3[C:38](=[CH:37][CH:36]=2)[N:30]([CH2:29][C:26]2[CH:25]=[CH:24][C:23]([C:18]4[C:17]([C:15]([OH:16])=[O:14])=[CH:22][CH:21]=[CH:20][CH:19]=4)=[CH:28][CH:27]=2)[C:31]([CH3:43])=[C:32]3[CH3:42])=[O:40])=[CH:4][CH:3]=1. Procedure: The title compound was prepared following the same general protocol as described in Steps 8-9, Example 1, using 4-aminobenzylamine and 1-((2′-(tert-butoxycarbonyl)biphenyl-4-yl)methyl)-2,3-dimethyl-1H-indole-5-carboxylic acid. Yields the product NC=1OC[C@@H](N1)CN(C1=NC(=NC=C1)C(F)(F)F)CC (((S)-2-Amino-4,5-dihydro-oxazol-4-ylmethyl)-ethyl-(2-trifluoromethyl-pyrimidin-4-yl)-amine). Run in C1CCOC1 (THF), C1CCOC1 (THF). The yield is 41.5%. Procedure details: To a stirred mixture of (S)-2-amino-3-[ethyl-(2-trifluoromethyl-pyrimidin-4-yl)-amino]-propan-1-ol (0.185 g, 0.7 mmol) and K2CO3 (0.145 g, 1.05 mmol) in THF (5 ml) under an argon atmosphere was added a solution of cyanogen bromide (0.111 g, 1.05 mmol) in THF (1 ml). The mixture was stirred for 2 hours, then methanol (1 ml) was added. The solution was evaporated over Isolute® Flash-NH2 silicagel. Chromatography (column: Isolute® Flash-NH2 from Separtis; eluent: ethyl acetate/MeOH=95:5) yielded th... Starting materials: N#CBr (cyanogen bromide), CO (methanol), N[C@H](CO)CN(C1=NC(=NC=C1)C(F)(F)F)CC ((S)-2-amino-3-[ethyl-(2-trifluoromethyl-pyrimidin-4-yl)-amino]-propan-1-ol), C(=O)([O-])[O-].[K+].[K+] (K2CO3). As a reaction SMILES: [NH2:1][C@@H:2]([CH2:5][N:6]([CH2:17][CH3:18])[C:7]1[CH:12]=[CH:11][N:10]=[C:9]([C:13]([F:16])([F:15])[F:14])[N:8]=1)[CH2:3][OH:4].C([O-])([O-])=O.[K+].[K+].[N:25]#[C:26]Br.CO>C1COCC1>[NH2:25][C:26]1[O:4][CH2:3][C@H:2]([CH2:5][N:6]([CH2:17][CH3:18])[C:7]2[CH:12]=[CH:11][N:10]=[C:9]([C:13]([F:16])([F:15])[F:14])[N:8]=2)[N:1]=1 |f:1.2.3|. Reaction conditions: time 2 hour. Solvent: C(CO)O (ethylene glycol). Procedure: A solution of 2-(6-chloro-pyridin-3-yl)-1H-benzoimidazole (23.0 mg, 0.10 mmol, 1.0 equiv; commercially available) and 1-(3-ethoxy-4-methoxy-benzyl)-piperidin-4-ylamine (39.7 mg, 0.15 mmol, 1.5 equiv; intermediate A1) in ethylene glycol (2 mL) was heated by microwave irradiation to 220° C. for 20 min. Removal of the solvent under reduced pressure and purification by preparative HPLC on reversed phase eluting with a gradient of acetonitrile/water provided 4.0 mg (9%) of the title compound. MS (ISP... Starting materials: C(C)OC=1C=C(CN2CCC(CC2)N)C=CC1OC (1-(3-ethoxy-4-methoxy-benzyl)-piperidin-4-ylamine), C(C)OC=1C=C(CN2CCC(CC2)N)C=CC1OC (1-(3-ethoxy-4-methoxy-benzyl)-piperidin-4-ylamine), ClC1=CC=C(C=N1)C1=NC2=C(N1)C=CC=C2 (2-(6-chloro-pyridin-3-yl)-1H-benzoimidazole). Reaction SMILES: Cl[C:2]1[N:7]=[CH:6][C:5]([C:8]2[NH:12][C:11]3[CH:13]=[CH:14][CH:15]=[CH:16][C:10]=3[N:9]=2)=[CH:4][CH:3]=1.[CH2:17]([O:19][C:20]1[CH:21]=[C:22]([CH:31]=[CH:32][C:33]=1[O:34][CH3:35])[CH2:23][N:24]1[CH2:29][CH2:28][CH:27]([NH2:30])[CH2:26][CH2:25]1)[CH3:18]>C(O)CO>[NH:9]1[C:10]2[CH:16]=[CH:15][CH:14]=[CH:13][C:11]=2[N:12]=[C:8]1[C:5]1[CH:4]=[CH:3][C:2]([NH:30][CH:27]2[CH2:28][CH2:29][N:24]([CH2:23][C:22]3[CH:31]=[CH:32][C:33]([O:34][CH3:35])=[C:20]([O:19][CH2:17][CH3:18])[CH:21]=3)[CH2:25][CH2:26]2)=[N:7][CH:6]=1. Yield: 9.0%. Product: N1C(=NC2=C1C=CC=C2)C=2C=CC(=NC2)NC2CCN(CC2)CC2=CC(=C(C=C2)OC)OCC ([5-(1H-Benzoimidazol-2-yl)-pyridin-2-yl]-[1-(3-ethoxy-4-methoxy-benzyl)-piperidin-4-yl]-amine). Starting materials: C(C1=CC=CC=C1)N1CC(C1)(OC1=CC2=C(C3=NC(=CN3CCO2)C=2N(N=C(N2)C)C(C)C)C=C1)C (8-(1-benzyl-3-methylazetidin-3-yloxy)-2-(2-isopropyl-5-methyl-2H-[1,2,4]triazol-3-yl)-4,5-dihydro-6-oxa-1,3a-diazabenzo[e]azulene). The reagents and catalysts are [OH-].[OH-].[Pd+2] (Pd(OH)2/C). Solvent: IMS. Reaction conditions: time 16 hour. Yields the product N.CO (NH3 MeOH), Si PCC, C(C)(C)N1N=C(N=C1C=1N=C2N(CCOC3=C2C=CC(=C3)OC3(CNC3)C)C1)C (2-(2-isopropyl-5-methyl-1,2,4-triazol-3-yl)-9-(3-methylazetidin-3-yl)oxy-5,6-dihydroimidazo[1,2-d][1,4]benzoxazepine). The yield is 42.0%. RXN SMILES: C([N:8]1[CH2:11][C:10]([CH3:36])([O:12][C:13]2[CH:35]=[CH:34][C:16]3[C:17]4[N:21]([CH2:22][CH2:23][O:24][C:15]=3[CH:14]=2)[CH:20]=[C:19]([C:25]2[N:26]([CH:31]([CH3:33])[CH3:32])[N:27]=[C:28]([CH3:30])[N:29]=2)[N:18]=4)[CH2:9]1)C1C=CC=CC=1>[OH-].[OH-].[Pd+2]>[NH3:8].[CH3:10][OH:12].[CH:31]([N:26]1[C:25]([C:19]2[N:18]=[C:17]3[C:16]4[CH:34]=[CH:35][C:13]([O:12][C:10]5([CH3:36])[CH2:11][NH:8][CH2:9]5)=[CH:14][C:15]=4[O:24][CH2:23][CH2:22][N:21]3[CH:20]=2)=[N:29][C:28]([CH3:30])=[N:27]1)([CH3:33])[CH3:32] |f:1.2.3,4.5|. Reported procedure: To a solution of 8-(1-benzyl-3-methylazetidin-3-yloxy)-2-(2-isopropyl-5-methyl-2H-[1,2,4]triazol-3-yl)-4,5-dihydro-6-oxa-1,3a-diazabenzo[e]azulene (31 mg, 0.064 mmol) in IMS (5 mL) was added Pd(OH)2/C (11 mg) and the reaction mixture was stirred at RT under a hydrogen atmosphere for 16 h. The suspension was then filtered through a pad of Celite® and the filtrate was concentrated in vacuo. The resulting residue was purified by column chromatography (C18, gradient 15-50% MeOH in 0.5% TFA/H2O) and ...